This data is from the Open Reaction Database (ORD), a public repository of structured organic reaction records. The task is: describe an organic reaction: reactants, conditions, products, and yield Reactants: c1ccc(COc2cncc(-c3ccc4[nH]nc(-c5ccc[nH]5)c4c3)c2)cc1, CO, [H][H]. Yields the product Oc1cncc(-c2ccc3[nH]nc(-c4ccc[nH]4)c3c2)c1. As a reaction SMILES: [CH2:1]([c:2]1[cH:3][cH:4][cH:5][cH:6][cH:7]1)[O:8][c:9]1[cH:10][c:11](-[c:15]2[cH:16][c:17]3[c:18](-[c:24]4[nH:25][cH:26][cH:27][cH:28]4)[n:19][nH:20][c:21]3[cH:22][cH:23]2)[cH:12][n:13][cH:14]1.[CH3:31][OH:32].[H:29][H:30]>>[OH:8][c:9]1[cH:10][c:11](-[c:15]2[cH:16][c:17]3[c:18](-[c:24]4[nH:25][cH:26][cH:27][cH:28]4)[n:19][nH:20][c:21]3[cH:22][cH:23]2)[cH:12][n:13][cH:14]1.